From a dataset of the Open Reaction Database (ORD), a public repository of structured organic reaction records. describe an organic reaction: reactants, conditions, products, and yield Starting materials: COC=1C=C(C=CC1OC)C(C=C)O (1-(3,4-dimethoxy-phenyl)-prop-2-en-1-ol), IC1=C(C=CC=C1)O (2-iodophenol), C([O-])([O-])=O.[Cs+].[Cs+] (cesium carbonate). Reagents/catalysts: C(C)(=O)[O-].[Pd+2].C(C)(=O)[O-] (palladium(II) acetate). Run in C(C)(=O)OCC (ethyl acetate), C1CCOC1 (THF). Reaction conditions: temperature 80 celsius, time 4 hour. Product: COC=1C=C(C=CC1OC)C(CCC1=C(C=CC=C1)O)=O (1-(3,4-Dimethoxy-phenyl)-3-(2-hydroxy-phenyl)-propan-1-one). Isolated yield 44.4%. As a reaction SMILES: [CH3:1][O:2][C:3]1[CH:4]=[C:5]([CH:11]([OH:14])[CH:12]=[CH2:13])[CH:6]=[CH:7][C:8]=1[O:9][CH3:10].I[C:16]1[CH:21]=[CH:20][CH:19]=[CH:18][C:17]=1[OH:22].C(=O)([O-])[O-].[Cs+].[Cs+]>C1COCC1.C(OCC)(=O)C.C([O-])(=O)C.[Pd+2].C([O-])(=O)C>[CH3:1][O:2][C:3]1[CH:4]=[C:5]([C:11](=[O:14])[CH2:12][CH2:13][C:16]2[CH:21]=[CH:20][CH:19]=[CH:18][C:17]=2[OH:22])[CH:6]=[CH:7][C:8]=1[O:9][CH3:10] |f:2.3.4,7.8.9|. Reported procedure: To a solution of 1-(3,4-dimethoxy-phenyl)-prop-2-en-1-ol (236 mg, 1.22 mmol) in THF (2 mL) was added under a nitrogen atmosphere 2-iodophenol (267 mg, 1.22 mmol), cesium carbonate (158 mg, 0.47 mmol) and palladium(II) acetate (8 mg, 0.04 mmol). The reaction mixture was stirred for 4 h at 80° C. After cooling to ambient temperature it was diluted with ethyl acetate (10 mL) and washed with water (10 mL) and brine (10 mL). The aqueous layers were extracted with ethyl acetate (10 mL) and the combine... The reactants are NC=1C=C(C=C(C1)Br)C(F)(F)F (3-amino-5-bromobenzotrifluoride), COC1=CC=C(C=C1)B(O)O (4-methoxyphenylboronic acid). Solvent: CCCCCC.CCOC(=O)C (Hexane EtOAc). Product: COC1=CC=C(C=2C=C(C=C(C2)N)C(F)(F)F)C=C1 (4′-Methoxy-5-trifluoromethyl-biphen-3-ylamine). Reaction SMILES: [NH2:1][C:2]1[CH:3]=[C:4]([C:9]([F:12])([F:11])[F:10])[CH:5]=[C:6](Br)[CH:7]=1.[CH3:13][O:14][C:15]1[CH:20]=[CH:19][C:18](B(O)O)=[CH:17][CH:16]=1>CCCCCC.CCOC(C)=O>[CH3:13][O:14][C:15]1[CH:20]=[CH:19][C:18]([C:6]2[CH:5]=[C:4]([C:9]([F:12])([F:11])[F:10])[CH:3]=[C:2]([NH2:1])[CH:7]=2)=[CH:17][CH:16]=1 |f:2.3|. Reported procedure: The title compound is prepared as described in Example 13 but using 3-amino-5-bromobenzotrifluoride (RYAN SCIENTIFIC) and 4-methoxyphenylboronic acid (Aldrich). Title compound: ES-MS: 266.0 [M-H]−; single peak at tR=4.61 min (System 1); Rf=0.20 (Hexane/EtOAc, 3:1). Reactants: [BH3-]C#N, CCN(CC)C(=O)c1[nH]c2c(c1C)CC1CNCCC1(c1cccc(OC)c1)C2, CO, CC(=O)O, Cl, [Na+], O=Cc1ccco1. Yields the product CCN(CC)C(=O)c1[nH]c2c(c1C)CC1CN(Cc3ccco3)CCC1(c1cccc(OC)c1)C2, Cl. As a reaction SMILES: [C:37]([BH3-:38])#[N:39].[CH2:1]([CH3:2])[N:3]([C:4](=[O:5])[c:6]1[c:7]([CH3:27])[c:8]2[c:9]([nH:26]1)[CH2:10][C:11]1([c:18]3[cH:19][c:20]([O:24][CH3:25])[cH:21][cH:22][cH:23]3)[CH2:12][CH2:13][NH:14][CH2:15][CH:16]1[CH2:17]2)[CH2:28][CH3:29].[CH3:42][OH:43].[CH3:44][C:45](=[O:46])[OH:47].[ClH:41].[Na+:40].[o:30]1[c:31]([CH:35]=[O:36])[cH:32][cH:33][cH:34]1>>[CH2:1]([CH3:2])[N:3]([C:4](=[O:5])[c:6]1[c:7]([CH3:27])[c:8]2[c:9]([nH:26]1)[CH2:10][C:11]1([c:18]3[cH:19][c:20]([O:24][CH3:25])[cH:21][cH:22][cH:23]3)[CH2:12][CH2:13][N:14]([CH2:35][c:31]3[o:30][cH:34][cH:33][cH:32]3)[CH2:15][CH:16]1[CH2:17]2)[CH2:28][CH3:29].[ClH:41]. Starting materials: O=C(O)CCCCCCC1=CCCC1=O, O=C(Cl)C(=O)Cl, [H-], [Na+], C1CCOC1. Product: O=C(Cl)CCCCCCC1=CCCC1=O. As a reaction SMILES: [C:3](=[O:4])([OH:5])[CH2:6][CH2:7][CH2:8][CH2:9][CH2:10][CH2:11][C:12]1=[CH:16][CH2:15][CH2:14][C:13]1=[O:17].[Cl:18][C:19]([C:20]([Cl:21])=[O:22])=[O:23].[H-:1].[Na+:2].[O:24]1[CH2:25][CH2:26][CH2:27][CH2:28]1>>[C:3](=[O:4])([CH2:6][CH2:7][CH2:8][CH2:9][CH2:10][CH2:11][C:12]1=[CH:16][CH2:15][CH2:14][C:13]1=[O:17])[Cl:18]. RXN SMILES: [Br:1][c:2]1[cH:3][cH:4][c:5]([CH:6]=[C:7]2[C:8](=[O:16])[O:9][C:10]([CH3:14])([CH3:15])[O:11][C:12]2=[O:13])[cH:17][cH:18]1.[CH3:22][S+:23]([CH3:24])([CH3:25])=[O:26].[CH3:27][CH2:28][O:29][C:30](=[O:31])[CH3:32].[H-:19].[I-:21].[Na+:20].[O:33]=[CH:34][N:35]([CH3:36])[CH3:37]>>[Br:1][c:2]1[cH:3][cH:4][c:5]([CH:6]2[C:7]3([C:8](=[O:16])[O:9][C:10]([CH3:14])([CH3:15])[O:11][C:12]3=[O:13])[CH2:22]2)[cH:17][cH:18]1. Product: CC1(C)OC(=O)C2(CC2c2ccc(Br)cc2)C(=O)O1. Reactants: CC1(C)OC(=O)C(=Cc2ccc(Br)cc2)C(=O)O1, C[S+](C)(C)=O, CCOC(C)=O, [H-], [I-], [Na+], CN(C)C=O. Starting materials: CC(C)(C)OC(=O)N1CCc2ccc(Cl)c(O)c2CC1, O=C([O-])[O-], N#Cc1ccc(CBr)cc1, CS(C)=O, [K+], [K+]. The product is CC(C)(C)OC(=O)N1CCc2ccc(Cl)c(OCc3ccc(C#N)cc3)c2CC1. Reaction SMILES: [C:1]([CH3:2])([CH3:3])([CH3:4])[O:5][C:6](=[O:7])[N:8]1[CH2:9][CH2:10][c:11]2[c:12]([c:15]([OH:20])[c:16]([Cl:19])[cH:17][cH:18]2)[CH2:13][CH2:14]1.[C:21](=[O:22])([O-:23])[O-:24].[C:27](#[N:28])[c:29]1[cH:30][cH:31][c:32]([CH2:33][Br:34])[cH:35][cH:36]1.[CH3:37][S:38]([CH3:39])=[O:40].[K+:25].[K+:26]>>[C:1]([CH3:2])([CH3:3])([CH3:4])[O:5][C:6](=[O:7])[N:8]1[CH2:9][CH2:10][c:11]2[c:12]([c:15]([O:20][CH2:33][c:32]3[cH:31][cH:30][c:29]([C:27]#[N:28])[cH:36][cH:35]3)[c:16]([Cl:19])[cH:17][cH:18]2)[CH2:13][CH2:14]1.